From a dataset of the Open Reaction Database (ORD), a public repository of structured organic reaction records. describe an organic reaction: reactants, conditions, products, and yield Starting materials: ClC1=NC2=C(N1)C=CC=C2 (2-chloro-1H-benzimidazole), NC1=CC(=C(C(=O)N[C@@H]2[C@@H](CN(CC2)CCN)OC)C=C1Cl)OC (cis-4-amino-N-[1-(2-aminoethyl)-3-methoxy-4-piperidinyl]-5-chloro-2-methoxybenzamide), [I-].[K+] (potassium iodide), [OH-].[NH4+] (ammonium hydroxide). The reagents and catalysts are CN(C(C)=O)C (N,N-dimethylacetamide). Run in O (water), ClCCl (dichloromethane). Run at temperature 120 celsius, time 4 hour. Yields the product NC1=CC(=C(C(=O)N[C@@H]2[C@@H](CN(CC2)CCNC2=NC3=C(N2)C=CC=C3)OC)C=C1Cl)OC (cis-4-amino-N-[1-[2-(1H-benzimidazol-2-ylamino)ethyl]-3-methoxy-4-piperidinyl]-5-chloro-2-methoxybenzamide). Isolated yield 18.6%. As a reaction SMILES: Cl[C:2]1[NH:6][C:5]2[CH:7]=[CH:8][CH:9]=[CH:10][C:4]=2[N:3]=1.[NH2:11][C:12]1[C:31]([Cl:32])=[CH:30][C:15]([C:16]([NH:18][C@H:19]2[CH2:24][CH2:23][N:22]([CH2:25][CH2:26][NH2:27])[CH2:21][C@H:20]2[O:28][CH3:29])=[O:17])=[C:14]([O:33][CH3:34])[CH:13]=1.[I-].[K+].[OH-].[NH4+]>CN(C)C(=O)C.O.ClCCl>[NH2:11][C:12]1[C:31]([Cl:32])=[CH:30][C:15]([C:16]([NH:18][C@H:19]2[CH2:24][CH2:23][N:22]([CH2:25][CH2:26][NH:27][C:2]3[NH:6][C:5]4[CH:7]=[CH:8][CH:9]=[CH:10][C:4]=4[N:3]=3)[CH2:21][C@H:20]2[O:28][CH3:29])=[O:17])=[C:14]([O:33][CH3:34])[CH:13]=1 |f:2.3,4.5|. Reported procedure: A dry mixture of 1.8 parts of 2-chloro-1H-benzimidazole, 4.28 parts of cis-4-amino-N-[1-(2-aminoethyl)-3-methoxy-4-piperidinyl]-5-chloro-2-methoxybenzamide and 0.1 parts of potassium iodide was pulverized. A few drops of N,N-dimethylacetamide were added and the whole was stirred for 4 hours at 120° C. The reaction mixture was taken up in a mixture of water and dichloromethane. The whole was treated with ammonium hydroxide. The organic layer was separated, washed with water, dried, filtered and e... The reactants are FC1=C(CCl)C=CC=C1 (2-fluorobenzyl chloride), Grignard reagent, CN1CCC(CC1)=O (N-methyl-4-piperidone). Yields the product CN1CCC(CC1)(O)CC1=C(C=CC=C1)F (1-methyl-4-(2-fluorobenzyl)-4-piperidinol). As a reaction SMILES: [F:1][C:2]1[CH:9]=[CH:8][CH:7]=[CH:6][C:3]=1[CH2:4]Cl.[CH3:10][N:11]1[CH2:16][CH2:15][C:14](=[O:17])[CH2:13][CH2:12]1>>[CH3:10][N:11]1[CH2:16][CH2:15][C:14]([CH2:4][C:3]2[CH:6]=[CH:7][CH:8]=[CH:9][C:2]=2[F:1])([OH:17])[CH2:13][CH2:12]1. Reported procedure: A sample of 2-fluorobenzyl chloride is converted to its Grignard reagent as described in Example 1 and is reacted with a sample of N-methyl-4-piperidone to provide 1-methyl-4-(2-fluorobenzyl)-4-piperidinol, mp 93°-95° C., after two recrystallizations. Reactants: Brc1cccc2c1CC1CNCCN21, C=O, ClCCl, O=C1NCCO1, O. Yields the product O=C1OCCN1CN1CCN2c3cccc(Br)c3CC2C1. As a reaction SMILES: [Br:1][c:2]1[c:3]2[c:7]([cH:8][cH:9][cH:10]1)[N:6]1[CH:5]([CH2:4]2)[CH2:14][NH:13][CH2:12][CH2:11]1.[CH2:21]=[O:22].[Cl:23][CH2:24][Cl:25].[O:15]1[C:16](=[O:20])[NH:17][CH2:18][CH2:19]1.[OH2:26]>>[Br:1][c:2]1[c:3]2[c:7]([cH:8][cH:9][cH:10]1)[N:6]1[CH:5]([CH2:4]2)[CH2:14][N:13]([CH2:21][N:17]2[C:16](=[O:20])[O:15][CH2:19][CH2:18]2)[CH2:12][CH2:11]1. The reactants are C(C=C)OC1(CCN(CC1)C1=C(C(=NC=2N1N=C(C2)CI)C)[C@@H](C(=O)OCC)OC(C)(C)C)C ((S)-ethyl 2-(7-(4-(allyloxy)-4-methylpiperidin-1-yl)-2-(iodomethyl)-5-methylpyrazolo[1,5-a]pyrimidin-6-yl)-2-(tert-butoxy)acetate), CC=1C=CC(=C(C1)CO)O[C@@H](C)CC=C ((S)-(5-methyl-2-(pent-4-en-2-yloxy)phenyl)methanol), [H-].[Na+] (sodium hydride). The solvent is CCOC(=O)C (EtOAc), CN(C)C=O (DMF). Conditions: time 5 hour. Yields the product C(C=C)OC1(CCN(CC1)C1=C(C(=NC=2N1N=C(C2)COCC2=C(C=CC(=C2)C)O[C@@H](C)CC=C)C)[C@@H](C(=O)O)OC(C)(C)C)C ((S)-2-(7-(4-(allyloxy)-4-methylpiperidin-1-yl)-5-methyl-2-(((5-methyl-2-((S)-pent-4-en-2-yloxy)benzyl)oxy)methyl)pyrazolo[1,5-a]pyrimidin-6-yl)-2-(tert-butoxy)acetic acid). Isolated yield 15.2%. Reaction SMILES: [CH2:1]([O:4][C:5]1([CH3:34])[CH2:10][CH2:9][N:8]([C:11]2[N:16]3[N:17]=[C:18]([CH2:20]I)[CH:19]=[C:15]3[N:14]=[C:13]([CH3:22])[C:12]=2[C@H:23]([O:29][C:30]([CH3:33])([CH3:32])[CH3:31])[C:24]([O:26]CC)=[O:25])[CH2:7][CH2:6]1)[CH:2]=[CH2:3].[CH3:35][C:36]1[CH:37]=[CH:38][C:39]([O:44][C@H:45]([CH2:47][CH:48]=[CH2:49])[CH3:46])=[C:40]([CH2:42][OH:43])[CH:41]=1.[H-].[Na+]>CN(C=O)C.CCOC(C)=O>[CH2:1]([O:4][C:5]1([CH3:34])[CH2:10][CH2:9][N:8]([C:11]2[N:16]3[N:17]=[C:18]([CH2:20][O:43][CH2:42][C:40]4[CH:41]=[C:36]([CH3:35])[CH:37]=[CH:38][C:39]=4[O:44][C@H:45]([CH2:47][CH:48]=[CH2:49])[CH3:46])[CH:19]=[C:15]3[N:14]=[C:13]([CH3:22])[C:12]=2[C@H:23]([O:29][C:30]([CH3:32])([CH3:31])[CH3:33])[C:24]([OH:26])=[O:25])[CH2:7][CH2:6]1)[CH:2]=[CH2:3] |f:2.3|. Procedure details: To a solution of (S)-ethyl 2-(7-(4-(allyloxy)-4-methylpiperidin-1-yl)-2-(iodomethyl)-5-methylpyrazolo[1,5-a]pyrimidin-6-yl)-2-(tert-butoxy)acetate (0.20 g, 0.342 mmol) and (S)-(5-methyl-2-(pent-4-en-2-yloxy)phenyl)methanol (0.085 g, 0.411 mmol) in DMF (4 ml) was added sodium hydride (0.021 g, 0.513 mmol) and the mixture was stirred at rt. After 5 h, the reaction was diluted with EtOAc and washed with 1N HCl, water then brine. The organic phase was dried (Na2SO4), filtered and concentrated. The y... The reactants are ice water, C(#N)C1=C(N)C=CC=C1 (2-cyanoaniline), BrCC(=O)OC (methyl bromoacetate), C([O-])([O-])=O.[K+].[K+] (potassium carbonate). The solvent is CN(C=O)C (N,N-dimethylformamide). The product is C(#N)C1=C(C=CC=C1)NCC(=O)OC (methyl [N-(2-cyanophenyl)amino]acetate). Isolated yield 80.4%. RXN SMILES: [C:1]([C:3]1[CH:9]=[CH:8][CH:7]=[CH:6][C:4]=1[NH2:5])#[N:2].Br[CH2:11][C:12]([O:14][CH3:15])=[O:13].C(=O)([O-])[O-].[K+].[K+]>CN(C)C=O>[C:1]([C:3]1[CH:9]=[CH:8][CH:7]=[CH:6][C:4]=1[NH:5][CH2:11][C:12]([O:14][CH3:15])=[O:13])#[N:2] |f:2.3.4|. Procedure: A mixture of 2.2 g of 2-cyanoaniline, 2.0 g of methyl bromoacetate and 1.3 g of potassium carbonate in 12 ml of dry N,N-dimethylformamide is heated at 150°-155° C. for 40 minutes. The cooled mixture is poured into ice-water and the mixture filtered to give 2 g of methyl [N-(2-cyanophenyl)amino]acetate as a yellow solid, m.p. 70°-78° C. The preceding compound (2.0 g) is added to a solution of 0.5 g of sodium methoxide in 50 ml of methanol. The mixture is shaken under an atmosphere of hydrogen wit... Starting materials: CC(C)(C)N1N=C(C2=C1N=C(C=1C(=CC(=C(C21)OC)OCC2CCNCC2)F)C2=CC(=C(C=C2)OCC2=CC=CC=C2)C)C (3-(1,1-dimethylethyl)-6-fluoro-1-methyl-9-(methyloxy)-5-{3-methyl-4-[(phenylmethyl)oxy]phenyl}-8-[(piperidin-4-ylmethyl)oxy]-3H-pyrazolo[3,4-c]iso-quinoline), ClC(C)Cl (dichloroethane), C=O (formaldehyde), C(C)(=O)O[BH-](OC(C)=O)OC(C)=O.[Na+] (sodium triacetoxyborohydride). Solvent: C(Cl)Cl (CH2Cl2), O (Water). Reaction conditions: time 1 hour. Yields the product CC(C)(C)N1N=C(C2=C1N=C(C=1C(=CC(=C(C21)OC)OCC2CCN(CC2)C)F)C2=CC(=C(C=C2)OCC2=CC=CC=C2)C)C (3-(1,1-dimethylethyl)-6-fluoro-1-methyl-9-(methyloxy)-5-{3-methyl-4-[(phenylmethyl)oxy]phenyl}-8-{[(1-methylpiperidin-4-yl)methyl]oxy}-3H-pyrazolo[3,4-c]isoquinoline). Isolated yield 52.0%. Reaction SMILES: [CH3:1][C:2]([N:5]1[C:9]2[N:10]=[C:11]([C:29]3[CH:34]=[CH:33][C:32]([O:35][CH2:36][C:37]4[CH:42]=[CH:41][CH:40]=[CH:39][CH:38]=4)=[C:31]([CH3:43])[CH:30]=3)[C:12]3[C:13]([F:28])=[CH:14][C:15]([O:20][CH2:21][CH:22]4[CH2:27][CH2:26][NH:25][CH2:24][CH2:23]4)=[C:16]([O:18][CH3:19])[C:17]=3[C:8]=2[C:7]([CH3:44])=[N:6]1)([CH3:4])[CH3:3].Cl[CH:46](Cl)C.C=O.C(O[BH-](OC(=O)C)OC(=O)C)(=O)C.[Na+]>C(Cl)Cl.O>[CH3:4][C:2]([N:5]1[C:9]2[N:10]=[C:11]([C:29]3[CH:34]=[CH:33][C:32]([O:35][CH2:36][C:37]4[CH:38]=[CH:39][CH:40]=[CH:41][CH:42]=4)=[C:31]([CH3:43])[CH:30]=3)[C:12]3[C:13]([F:28])=[CH:14][C:15]([O:20][CH2:21][CH:22]4[CH2:23][CH2:24][N:25]([CH3:46])[CH2:26][CH2:27]4)=[C:16]([O:18][CH3:19])[C:17]=3[C:8]=2[C:7]([CH3:44])=[N:6]1)([CH3:1])[CH3:3] |f:3.4|. Procedure details: To 3-(1,1-dimethylethyl)-6-fluoro-1-methyl-9-(methyloxy)-5-{3-methyl-4-[(phenylmethyl)oxy]phenyl}-8-[(piperidin-4-ylmethyl)oxy]-3H-pyrazolo[3,4-c]iso-quinoline (159 mg, 0.26 mmol) was added dichloroethane (2 mL), 37% aqueous formaldehyde (40 μL, 0.52 mmol), and sodium triacetoxyborohydride (110 mg, 0.52 mmol). The mixture was stirred for 1 h at rt. Water and CH2Cl2 were added, and the layers were partitioned. The aqueous phase was extracted with CH2Cl2. The organic extracts were combined, dried ... Reactants: C=CCN(C)CCCCCc1ccc2c(c1)CCN2, S=C(Cl)Oc1ccc(Cl)cc1, C1COCCO1. Product: C=CCN(C)CCCCCc1ccc2c(c1)CCN2C(=S)Oc1ccc(Cl)cc1. Reaction SMILES: [CH2:1]([CH:2]=[CH2:3])[N:4]([CH3:5])[CH2:6][CH2:7][CH2:8][CH2:9][CH2:10][c:11]1[cH:12][c:13]2[c:17]([cH:18][cH:19]1)[NH:16][CH2:15][CH2:14]2.[Cl:20][c:21]1[cH:22][cH:23][c:24]([O:27][C:28](=[S:29])[Cl:30])[cH:25][cH:26]1.[O:31]1[CH2:32][CH2:33][O:34][CH2:35][CH2:36]1>>[CH2:1]([CH:2]=[CH2:3])[N:4]([CH3:5])[CH2:6][CH2:7][CH2:8][CH2:9][CH2:10][c:11]1[cH:12][c:13]2[c:17]([cH:18][cH:19]1)[N:16]([C:28]([O:27][c:24]1[cH:23][cH:22][c:21]([Cl:20])[cH:26][cH:25]1)=[S:29])[CH2:15][CH2:14]2.